This data is from the Open Reaction Database (ORD), a public repository of structured organic reaction records. The task is: describe an organic reaction: reactants, conditions, products, and yield Reactants: C(C)(C)N(C(C)C)CC (N,N-diisopropylethylamine), BrC1=CC(=C(C=C1)C=1N=C(SC1)NC(CO)(C)C)F (2-{[4-(4-bromo-2-fluorophenyl)-1,3-thiazol-2-yl]amino}-2-methylpropan-1-ol), ClC(Cl)(OC(OC(Cl)(Cl)Cl)=O)Cl (Triphosgene). The solvent is C(Cl)Cl (methylene chloride), C(Cl)Cl (methylene chloride). Run at temperature 0 celsius, time 3 hour. Product: BrC1=CC(=C(C=C1)C=1N=C(SC1)N1C(OCC1(C)C)=O)F (3-[4-(4-Bromo-2-fluorophenyl)-1,3-thiazol-2-yl]-4,4-dimethyl-1,3-oxazolidin-2-one). Yield: 111.5%. Reaction SMILES: C(N(CC)C(C)C)(C)C.[Br:10][C:11]1[CH:16]=[CH:15][C:14]([C:17]2[N:18]=[C:19]([NH:22][C:23]([CH3:27])([CH3:26])[CH2:24][OH:25])[S:20][CH:21]=2)=[C:13]([F:28])[CH:12]=1.Cl[C:30](Cl)([O:32]C(=O)OC(Cl)(Cl)Cl)Cl>C(Cl)Cl>[Br:10][C:11]1[CH:16]=[CH:15][C:14]([C:17]2[N:18]=[C:19]([N:22]3[C:23]([CH3:26])([CH3:27])[CH2:24][O:25][C:30]3=[O:32])[S:20][CH:21]=2)=[C:13]([F:28])[CH:12]=1. Procedure details: N,N-diisopropylethylamine (1.2 mL, 6.9 mmol) was added to a solution of 2-{[4-(4-bromo-2-fluorophenyl)-1,3-thiazol-2-yl]amino}-2-methylpropan-1-ol (1.0 g, 2.9 mmol), prepared in the previous step, in 50 mL of dry methylene chloride at 0° C. Triphosgene (1.0 g, 3.4 mmol) in 10 mL of dry methylene chloride was added drop-wise over 10 min. The orange solution was stirred at 0° C. for 3 h and then allowed to warm to room temperature. The reaction was washed with 2N HCl and the aqueous layer was extr... The reactants are CC(C)c1cccc(C(C)C)c1N=C=O, NCC1(S(=O)(=O)c2ccccc2)Cc2ccccc2C1. Yields the product CC(C)c1cccc(C(C)C)c1NC(=O)NCC1(S(=O)(=O)c2ccccc2)Cc2ccccc2C1. As a reaction SMILES: [N:21](=[C:22]=[O:23])[c:24]1[c:25]([CH:33]([CH3:34])[CH3:35])[cH:26][cH:27][cH:28][c:29]1[CH:30]([CH3:31])[CH3:32].[c:1]1([S:7](=[O:8])(=[O:9])[C:10]2([CH2:19][NH2:20])[CH2:11][c:12]3[cH:13][cH:14][cH:15][cH:16][c:17]3[CH2:18]2)[cH:2][cH:3][cH:4][cH:5][cH:6]1>>[c:1]1([S:7](=[O:8])(=[O:9])[C:10]2([CH2:19][NH:20][C:22]([NH:21][c:24]3[c:25]([CH:33]([CH3:34])[CH3:35])[cH:26][cH:27][cH:28][c:29]3[CH:30]([CH3:31])[CH3:32])=[O:23])[CH2:11][c:12]3[cH:13][cH:14][cH:15][cH:16][c:17]3[CH2:18]2)[cH:2][cH:3][cH:4][cH:5][cH:6]1. Reactants: CC(=O)SCC[N+](C)(C)C, NC(CS)C(=O)O. Yields the product CC(=O)NC(CS)C(=O)O, C[N+](C)(C)CCS. Reaction SMILES: [C:8]([CH3:9])(=[O:10])[S:11][CH2:12][CH2:13][N+:14]([CH3:15])([CH3:16])[CH3:17].[NH2:1][CH:2]([CH2:3][SH:4])[C:5]([OH:6])=[O:7]>>[NH:1]([CH:2]([CH2:3][SH:4])[C:5]([OH:6])=[O:7])[C:8]([CH3:9])=[O:10].[SH:11][CH2:12][CH2:13][N+:14]([CH3:15])([CH3:16])[CH3:17]. Starting materials: P(Br)(Br)Br (phosphorus tribromide), CC(CO)=CC1=CC=C(C=C1)C (2-methyl-3-(4-methylphenyl)-2-propen-1-ol), O (Water). Run in C(C)(C)OC(C)C (isopropyl ether). Conditions: time 30 minute. The product is BrCC(=CC1=CC=C(C=C1)C)C (1-(3-Bromo-2-methyl-1-propenyl)-4-methylbenzene). The yield is 119.2%. Reaction SMILES: [CH3:1][C:2](=[CH:5][C:6]1[CH:11]=[CH:10][C:9]([CH3:12])=[CH:8][CH:7]=1)[CH2:3]O.P(Br)(Br)[Br:14].O>C(OC(C)C)(C)C>[Br:14][CH2:3][C:2]([CH3:1])=[CH:5][C:6]1[CH:11]=[CH:10][C:9]([CH3:12])=[CH:8][CH:7]=1. Procedure details: To a solution of 2-methyl-3-(4-methylphenyl)-2-propen-1-ol (11.40 g, 70.27 mmol) in isopropyl ether (100 ml) was added under ice cooling phosphorus tribromide (12.83 g, 47.38 mmol) and the resulting mixture was stirred at room temperature for 30 minutes. Water was added into the reaction solution and the product was extracted with isopropyl ether. The organic layer was washed with water and an aqueous saturated solution of sodium hydrogen carbonate, dried on magnesium sulfate, filtered, and then...